Dataset: the Open Reaction Database (ORD), a public repository of structured organic reaction records. Task: describe an organic reaction: reactants, conditions, products, and yield Yields the product C1C(CCC2=CC=CC=C12)CC(=O)OCC (Ethyl (1,2,3,4-tetrahydro-naphth-2-yl)acetate). Run at time 8 hour. RXN SMILES: [CH:1]1[C:10]2[C:5](=[CH:6][CH:7]=[CH:8][CH:9]=2)[CH2:4][CH2:3][C:2]=1[CH2:11][C:12]([O:14][CH2:15][CH3:16])=[O:13]>CCO.[Pd]>[CH2:1]1[C:10]2[C:5](=[CH:6][CH:7]=[CH:8][CH:9]=2)[CH2:4][CH2:3][CH:2]1[CH2:11][C:12]([O:14][CH2:15][CH3:16])=[O:13]. Starting materials: C1=C(CCC2=CC=CC=C12)CC(=O)OCC (Ethyl 2-(3,4-dihydro-naphth-2-yl)acetate). Reported procedure: A mixture of 26 g (0.12 mol) of the ester obtained in Step 1 of Example 1 and 2.50 g of Pd/C 10% in 250 ml of EtOH is hydrogenated under 1 bar, at 20° C., overnight. After filtering off the catalyst and washing with ethanol, the filtrate is concentrated in vacuo to yield the expected compound in the form of a colourless oil. Run in CCO (EtOH). The reagents and catalysts are [Pd] (Pd/C). Starting materials: FC1=CC=C(C(=O)C2=C3C=CC(=CC3=CC=C2OC)S(=O)(=O)Cl)C=C1 (5-(4-fluorobenzoyl)-6-methoxy-2-naphthalenesulfonyl chloride), [OH-].[NH4+] (ammonium hydroxide). The solvent is O1CCOCC1 (dioxane). Yields the product FC1=CC=C(C(=O)C2=C3C=CC(=CC3=CC=C2OC)S(=O)(=O)N)C=C1 (5-(4-fluorobenzoyl)-6-methoxy-2-naphthalene-sulfonamide). RXN SMILES: [F:1][C:2]1[CH:25]=[CH:24][C:5]([C:6]([C:8]2[C:17]([O:18][CH3:19])=[CH:16][CH:15]=[C:14]3[C:9]=2[CH:10]=[CH:11][C:12]([S:20](Cl)(=[O:22])=[O:21])=[CH:13]3)=[O:7])=[CH:4][CH:3]=1.[OH-].[NH4+:27]>O1CCOCC1>[F:1][C:2]1[CH:25]=[CH:24][C:5]([C:6]([C:8]2[C:17]([O:18][CH3:19])=[CH:16][CH:15]=[C:14]3[C:9]=2[CH:10]=[CH:11][C:12]([S:20]([NH2:27])(=[O:22])=[O:21])=[CH:13]3)=[O:7])=[CH:4][CH:3]=1 |f:1.2|. Procedure: A solution of 5-(4-fluorobenzoyl)-6-methoxy-2-naphthalenesulfonyl chloride (5.39 g, 14.2 mmol), [prepared as described in step 2 above], in dioxane (100 ml), was cooled in an ice bath under nitrogen, and concentrated ammonium hydroxide (20 ml) was added dropwise. After 1h, the dioxane was removed under reduced pressure and the residue was partitioned between water and ethyl acetate. The organic layer was separated and washed with brine, dried over sodium sulfate and concentrated in vacuo. The cr... The reagents and catalysts are CC(C)([O-])C.[K+] (potassium tert-butoxide). Reaction conditions: temperature 65 celsius, time 5 hour. Reactants: FC=1C=C(C=CC1F)CC#N ((3,4-difluorophenyl)acetonitrile), FC=1C=C(C=CC1)C=CC(=O)OC (methyl 3-(3-fluorophenyl)acrylate). Procedure details: Under protective gas (Ar), 3.828 g (25.0 mmol) of (3,4-difluorophenyl)acetonitrile and 0.281 mg of potassium tert-butoxide were added to 4.099 g (22.7 mmol) of methyl 3-(3-fluorophenyl)acrylate in 25.0 ml of toluene, and the mixture was stirred in a closed vessel at 65° C. for 5 h. The solvent was removed under reduced pressure, the residue was taken up in ethyl acetate and the mixture was washed twice with in each case 25 ml of water. The combined organic phases were dried over sodium sulphate ... The product is C(#N)C(C(CC(=O)OC)C1=CC(=CC=C1)F)C1=CC(=C(C=C1)F)F (methyl 4-cyano-4-(3,4-difluorophenyl)-3-(3-fluorophenyl)butanoate). The solvent is C1(=CC=CC=C1)C (toluene). Yield: 96.5%. Reaction SMILES: [F:1][C:2]1[CH:3]=[C:4]([CH2:9][C:10]#[N:11])[CH:5]=[CH:6][C:7]=1[F:8].[F:12][C:13]1[CH:14]=[C:15]([CH:19]=[CH:20][C:21]([O:23][CH3:24])=[O:22])[CH:16]=[CH:17][CH:18]=1>C1(C)C=CC=CC=1.CC(C)([O-])C.[K+]>[C:10]([CH:9]([C:4]1[CH:5]=[CH:6][C:7]([F:8])=[C:2]([F:1])[CH:3]=1)[CH:19]([C:15]1[CH:16]=[CH:17][CH:18]=[C:13]([F:12])[CH:14]=1)[CH2:20][C:21]([O:23][CH3:24])=[O:22])#[N:11] |f:3.4|. The reactants are C1(=CC=CC=C1)S(=O)(=O)Cl (Benzenesulfonyl chloride), NC1=CC=C2C(N(C(=NC2=C1)C1=CC=C(CP(OCC)(OCC)=O)C=C1)C)=O (diethyl 4-(7-amino-3-methyl-4(3H)-quinazolinon-2-yl)benzylphosphonate), C([O-])(O)=O.[Na+] (sodium bicarbonate). Run in N1=CC=CC=C1 (pyridine). Reaction conditions: time 12 hour. Product: CN1C(=NC2=CC(=CC=C2C1=O)NS(=O)(=O)C1=CC=CC=C1)C1=CC=C(CP(OCC)(OCC)=O)C=C1 (diethyl 4-(3-methyl-7-phenylsulfonylamino-4(3H)-quinazolinon-2-yl)benzylphosphonat). Reaction SMILES: [C:1]1([S:7](Cl)(=[O:9])=[O:8])[CH:6]=[CH:5][CH:4]=[CH:3][CH:2]=1.[NH2:11][C:12]1[CH:21]=[C:20]2[C:15]([C:16](=[O:38])[N:17]([CH3:37])[C:18]([C:22]3[CH:36]=[CH:35][C:25]([CH2:26][P:27](=[O:34])([O:31][CH2:32][CH3:33])[O:28][CH2:29][CH3:30])=[CH:24][CH:23]=3)=[N:19]2)=[CH:14][CH:13]=1.C(=O)(O)[O-].[Na+]>N1C=CC=CC=1>[CH3:37][N:17]1[C:16](=[O:38])[C:15]2[C:20](=[CH:21][C:12]([NH:11][S:7]([C:1]3[CH:6]=[CH:5][CH:4]=[CH:3][CH:2]=3)(=[O:9])=[O:8])=[CH:13][CH:14]=2)[N:19]=[C:18]1[C:22]1[CH:23]=[CH:24][C:25]([CH2:26][P:27](=[O:34])([O:31][CH2:32][CH3:33])[O:28][CH2:29][CH3:30])=[CH:35][CH:36]=1 |f:2.3|. Reported procedure: Benzenesulfonyl chloride (0.57 ml) was slowly added dropwise at 0° C. to 10 ml of pyridine containing 1.5 g of the compound obtained in Example 66. The mixture was stirred at room temperature for 12 hours. After adding a saturated sodium bicarbonate solution, the reaction mixture was extracted with dichloromethane. The organic layer was washed with diluted hydrochloric acid, dried over anhydrous magnesium sulfate and concentrated under reduced pressure. The residue was recrystallized from diethy... The reactants are c1ccc(CN2CCC3(CC2)c2ccccc2Sc2ccccc23)cc1, ClCCl, O=C(Cl)Oc1ccccc1, [Na+], [OH-]. The product is O=C(Oc1ccccc1)N1CCC2(CC1)c1ccccc1Sc1ccccc12. RXN SMILES: [CH2:1]([c:2]1[cH:3][cH:4][cH:5][cH:6][cH:7]1)[N:8]1[CH2:9][CH2:10][C:11]2([CH2:12][CH2:13]1)[c:14]1[cH:15][cH:16][cH:17][cH:18][c:19]1[S:20][c:21]1[cH:22][cH:23][cH:24][cH:25][c:26]12.[CH2:39]([Cl:40])[Cl:41].[Cl:27][C:28](=[O:29])[O:30][c:31]1[cH:32][cH:33][cH:34][cH:35][cH:36]1.[Na+:38].[OH-:37]>>[N:8]1([C:28](=[O:29])[O:30][c:31]2[cH:32][cH:33][cH:34][cH:35][cH:36]2)[CH2:9][CH2:10][C:11]2([CH2:12][CH2:13]1)[c:14]1[cH:15][cH:16][cH:17][cH:18][c:19]1[S:20][c:21]1[cH:22][cH:23][cH:24][cH:25][c:26]12. Isolated yield 99.8%. As a reaction SMILES: Cl[C:2]1[N:10]=[C:9]2[C:5]([N:6]=[CH:7][N:8]2[CH:11]2[CH2:16][CH2:15][CH2:14][CH2:13][O:12]2)=[C:4]([NH:17][CH2:18][CH:19]([C:26]2[CH:31]=[CH:30][CH:29]=[CH:28][CH:27]=2)[C:20]2[CH:25]=[CH:24][CH:23]=[CH:22][CH:21]=2)[N:3]=1.CN(C)C=O.[CH3:37][S-:38].[Na+]>O>[C:20]1([CH:19]([C:26]2[CH:31]=[CH:30][CH:29]=[CH:28][CH:27]=2)[CH2:18][NH:17][C:4]2[N:3]=[C:2]([S:38][CH3:37])[N:10]=[C:9]3[C:5]=2[N:6]=[CH:7][N:8]3[CH:11]2[CH2:16][CH2:15][CH2:14][CH2:13][O:12]2)[CH:25]=[CH:24][CH:23]=[CH:22][CH:21]=1 |f:2.3|. The solvent is O (water). Procedure details: A solution of 2-chloro-N-(2,2-diphenylethyl)-9(tetrahydro-2H-pyran-2-yl)-9H-purin-6-amine (Preparation 9) (49.7 g, 0.11 mol) and dry N,N-dimethylformamide (200 ml) was treated with sodium thiomethoxide (10 g, 0.14 mol) and the resulting mixture heated under an atmosphere of nitrogen at 100° C. for 90 minutes. The mixture was stirred at room temperature for 72 hours and heated at 100° C. for a further 2 hours. The reaction mixture was cooled and diluted with water (1000 ml). A suspension was form... Starting materials: ClC1=NC(=C2N=CN(C2=N1)C1OCCCC1)NCC(C1=CC=CC=C1)C1=CC=CC=C1 (2-chloro-N-(2,2-diphenylethyl)-9(tetrahydro-2H-pyran-2-yl)-9H-purin-6-amine), CN(C=O)C (N,N-dimethylformamide), C[S-].[Na+] (sodium thiomethoxide). Yields the product C1(=CC=CC=C1)C(CNC1=C2N=CN(C2=NC(=N1)SC)C1OCCCC1)C1=CC=CC=C1 (N-(2,2-Diphenylethyl)-2-(methylsulfanyl)-9-(tetrahydro-2H-pyran-2-yl)-9H-purin-6-amine). Run at temperature 100 celsius, time 72 hour. Reactants: solution, C(C)B(CC)CC (triethylborane), ice, COC1=CC=C(C=C1)N1N=C(N=C1C1=CC=C(C=C1)S(=O)(=O)C)C(F)(F)F (1-(4-methoxy-phenyl)-5-(4-methylsulfonyl-phenyl)-3-trifluoromethyl-1H-1,2,4-triazole), solution, C(CCC)[Mg]Cl (n-butylmagnesium chloride), NOS(=O)(=O)O (hydroxylamine-O-sulfonic acid), C(C)(=O)[O-].[Na+] (sodium acetate). The solvent is C1CCOC1 (THF), C1CCOC1 (THF), C1CCOC1 (THF), O (H2O). Run at time 3 hour. The product is COC1=CC=C(C=C1)N1N=C(N=C1C1=CC=C(C=C1)S(=O)(=O)N)C(F)(F)F (1-(4-methoxy-phenyl)-5-(4-aminosulfonyl-phenyl)-3-trifluoromethyl-1H-1,2,4-triazole). The yield is 24.9%. Reaction SMILES: [CH3:1][O:2][C:3]1[CH:8]=[CH:7][C:6]([N:9]2[C:13]([C:14]3[CH:19]=[CH:18][C:17]([S:20](C)(=[O:22])=[O:21])=[CH:16][CH:15]=3)=[N:12][C:11]([C:24]([F:27])([F:26])[F:25])=[N:10]2)=[CH:5][CH:4]=1.C([Mg]Cl)CCC.C(B(CC)CC)C.[NH2:41]OS(O)(=O)=O.C([O-])(=O)C.[Na+]>C1COCC1.O>[CH3:1][O:2][C:3]1[CH:8]=[CH:7][C:6]([N:9]2[C:13]([C:14]3[CH:19]=[CH:18][C:17]([S:20]([NH2:41])(=[O:22])=[O:21])=[CH:16][CH:15]=3)=[N:12][C:11]([C:24]([F:27])([F:26])[F:25])=[N:10]2)=[CH:5][CH:4]=1 |f:4.5|. Procedure: To an ice cooled solution of 1-(4-methoxy-phenyl)-5-(4-methylsulfonyl-phenyl)-3-trifluoromethyl-1H-1,2,4-triazole (10 g, 25.19 mmol) in THF (100 ml) was added dropwise a 2 M solution of n-butylmagnesium chloride in THF (21 ml, 42 mmol). Then the reaction mixture was stirred at room temperature for 3 h. The reaction mixture was cooled to 0° C., a 1 M solution of triethylborane in THF (70 ml, 70 mmol) was added dropwise and the reaction mixture was refluxed for 18 h. After cooling, a solution of h... Starting materials: C(C1=CC=CC=C1)OC1=CC=C(C=C1)C1=CC2=C(N=CN=C2OC2=CC(=C(C=C2)N)F)N1COCC[Si](C)(C)C (4-[6-(4-benzyloxyphenyl)-7-(trimethylsilanylethoxymethyl)-7H-pyrrolo[2,3-d]pyrimidin-4-yloxy]-2-fluorophenylamine), CN(C=O)C (dimethylformamide), C1(CC1)N (cyclopropylamine), O (Water). Run in N1=CC=CC=C1 (pyridine), C(OC1=CC=CC=C1)(=O)Cl (phenyl chlorocarbonate). Reaction conditions: time 2 hour. The product is C(C1=CC=CC=C1)OC1=CC=C(C=C1)C1=CC2=C(N=CN=C2OC2=CC(=C(C=C2)NC(=O)NC2CC2)F)N1COCC[Si](C)(C)C (N-(4-(6-(4-Benzyloxyphenyl)-7-(2-trimethylsilanylethoxymethyl)-7H-pyrrolo[2,3-d]pyrimidin-4-yloxy)-2-fluorophenyl)-N′-cyclopropylurea). As a reaction SMILES: [CH2:1]([O:8][C:9]1[CH:14]=[CH:13][C:12]([C:15]2[N:32]([CH2:33][O:34][CH2:35][CH2:36][Si:37]([CH3:40])([CH3:39])[CH3:38])[C:18]3[N:19]=[CH:20][N:21]=[C:22]([O:23][C:24]4[CH:29]=[CH:28][C:27]([NH2:30])=[C:26]([F:31])[CH:25]=4)[C:17]=3[CH:16]=2)=[CH:11][CH:10]=1)[C:2]1[CH:7]=[CH:6][CH:5]=[CH:4][CH:3]=1.[CH:41]1([NH2:44])[CH2:43][CH2:42]1.O.CN(C)[CH:48]=[O:49]>N1C=CC=CC=1.C(Cl)(=O)OC1C=CC=CC=1>[CH2:1]([O:8][C:9]1[CH:14]=[CH:13][C:12]([C:15]2[N:32]([CH2:33][O:34][CH2:35][CH2:36][Si:37]([CH3:40])([CH3:39])[CH3:38])[C:18]3[N:19]=[CH:20][N:21]=[C:22]([O:23][C:24]4[CH:29]=[CH:28][C:27]([NH:30][C:48]([NH:44][CH:41]5[CH2:43][CH2:42]5)=[O:49])=[C:26]([F:31])[CH:25]=4)[C:17]=3[CH:16]=2)=[CH:11][CH:10]=1)[C:2]1[CH:3]=[CH:4][CH:5]=[CH:6][CH:7]=1. Procedure details: After dissolving 261 mg of 4-[6-(4-benzyloxyphenyl)-7-(trimethylsilanylethoxymethyl)-7H-pyrrolo[2,3-d]pyrimidin-4-yloxy]-2-fluorophenylamine in 3 ml of dimethylformamide, 0.053 ml of pyridine and 0.082 ml of phenyl chlorocarbonate were added, the mixture was stirred at room temperature for 2 hours, 0.081 ml of cyclopropylamine was added and the mixture was further stirred overnight. Water was added, liquid separation and extraction were performed with ethyl acetate, and the organic layer was was... Reactants: C(C)(C)(C)OC(=O)N1CC2=CC=C(C=C2C1)N1CC(C1)OC (5-(3-methoxy-azetidin-1-yl)-1,3-dihydro-isoindole-2-carboxylic acid tert-butyl Ester), FC(C(=O)O)(F)F (trifluoroacetic acid). Product: FC(C(=O)O)(F)F.COC1CN(C1)C=1C=C2CNCC2=CC1 (5-(3-Methoxy-azetidin-1-yl)-2,3-Dihydro-1H-isoindole trifluoro-acetate). As a reaction SMILES: C(OC([N:8]1[CH2:16][C:15]2[C:10](=[CH:11][CH:12]=[C:13]([N:17]3[CH2:20][CH:19]([O:21][CH3:22])[CH2:18]3)[CH:14]=2)[CH2:9]1)=O)(C)(C)C.[F:23][C:24]([F:29])([F:28])[C:25]([OH:27])=[O:26]>>[F:23][C:24]([F:29])([F:28])[C:25]([OH:27])=[O:26].[CH3:22][O:21][CH:19]1[CH2:20][N:17]([C:13]2[CH:14]=[C:15]3[C:10](=[CH:11][CH:12]=2)[CH2:9][NH:8][CH2:16]3)[CH2:18]1 |f:2.3|. Procedure details: Prepared in analogy to Example A2(c) from 5-(3-methoxy-azetidin-1-yl)-1,3-dihydro-isoindole-2-carboxylic acid tert-butyl Ester and trifluoroacetic acid. Brown foam. MS (m/e): 205.1 ([M+H]+, 100%). Reactants: ClC1=CC=C(C=C1)S(=O)(=O)CC(=O)O (4-chlorophenyl sulfonylacetic acid), COC1=CC=C(C=O)C=C1 (4-methoxybenzaldehyde). The product is ClC1=CC=C(C=C1)S(=O)(=O)\C=C\C1=CC=C(C=C1)OC (E-4-methoxystyryl 4-chlorophenyl sulfone). Yield: 68.0%. Reaction SMILES: [Cl:1][C:2]1[CH:7]=[CH:6][C:5]([S:8]([CH2:11][C:12](O)=O)(=[O:10])=[O:9])=[CH:4][CH:3]=1.[CH3:15][O:16][C:17]1[CH:24]=[CH:23][C:20](C=O)=[CH:19][CH:18]=1>>[Cl:1][C:2]1[CH:3]=[CH:4][C:5]([S:8](/[CH:11]=[CH:12]/[C:20]2[CH:23]=[CH:24][C:17]([O:16][CH3:15])=[CH:18][CH:19]=2)(=[O:9])=[O:10])=[CH:6][CH:7]=1. Procedure details: A solution of 4-chlorophenyl sulfonylacetic acid (0.01 mol) and 4-methoxybenzaldehyde (0.01 mol) was subjected to Procedure 1. The title compound was obtained in 68-70% yield.